Dataset: the Open Reaction Database (ORD), a public repository of structured organic reaction records. Task: describe an organic reaction: reactants, conditions, products, and yield The reactants are C(C)(C)(C)OC (methyl tert-butyl ether), I(=O)(=O)(=O)[O-].[Na+] (sodium periodate), C(C=C)OC1CC(CCC1)OCC=1N=C(OC1C)C1=CC=C(C=C1)F (4-(3-allyloxycyclohexyloxymethyl)-2-(4-fluorophenyl)-5-methyloxazole). The reagents and catalysts are [Os](=O)(=O)(=O)=O (osmium tetroxide). The solvent is O (water), C(C)OCC (diethyl ether). Conditions: time 8 hour. The product is FC1=CC=C(C=C1)C=1OC(=C(N1)COC1CC(CCC1)CC=O)C ([3-[2-(4-Fluorophenyl)-5-methyloxazol-4-ylmethoxy]cyclohexyl]acetaldehyde). As a reaction SMILES: C(O[CH:5]1[CH2:10][CH2:9][CH2:8][CH:7]([O:11][CH2:12][C:13]2[N:14]=[C:15]([C:19]3[CH:24]=[CH:23][C:22]([F:25])=[CH:21][CH:20]=3)[O:16][C:17]=2[CH3:18])[CH2:6]1)C=C.I([O-])(=O)(=O)=O.[Na+].[C:32]([O:36]C)(C)(C)[CH3:33]>C(OCC)C.O.[Os](=O)(=O)(=O)=O>[F:25][C:22]1[CH:21]=[CH:20][C:19]([C:15]2[O:16][C:17]([CH3:18])=[C:13]([CH2:12][O:11][CH:7]3[CH2:8][CH2:9][CH2:10][CH:5]([CH2:33][CH:32]=[O:36])[CH2:6]3)[N:14]=2)=[CH:24][CH:23]=1 |f:1.2|. Reported procedure: 2.0 g of 4-(3-allyloxycyclohexyloxymethyl)-2-(4-fluorophenyl)-5-methyloxazole are dissolved in 50 ml of diethyl ether, and 3.8 g of sodium periodate, dissolved in 50 ml of water, are added. At 0° C., 1 ml of an osmium tetroxide solution (2.5% by weight in tert-butanol) is added, and the mixture is stirred vigorously at room temperature. After 8 h, 100 ml of methyl tert-butyl ether are added and the mixture is washed with a saturated sodium thiosulfate solution. The organic phase is dried over ma... Reactants: COC(=O)C(NC(=O)OCc1ccccc1)P(=O)(O)O, O=CC1C2CCC1CC2, ClCCl, C1CCC2=NCCCN2CC1. Yields the product COC(=O)C(=CC1C2CCC1CC2)NC(=O)OCc1ccccc1. Reaction SMILES: [CH3:1][O:2][C:3]([CH:4]([NH:5][C:6](=[O:7])[O:8][CH2:9][c:10]1[cH:11][cH:12][cH:13][cH:14][cH:15]1)[P:16]([OH:17])([OH:18])=[O:19])=[O:20].[CH:32]12[CH2:33][CH2:34][CH:35]([CH2:36][CH2:37]1)[CH:38]2[CH:39]=[O:40].[Cl:41][CH2:42][Cl:43].[N:21]12[CH2:22][CH2:23][CH2:24][N:25]=[C:26]1[CH2:27][CH2:28][CH2:29][CH2:30][CH2:31]2>>[CH3:1][O:2][C:3]([C:4]([NH:5][C:6](=[O:7])[O:8][CH2:9][c:10]1[cH:11][cH:12][cH:13][cH:14][cH:15]1)=[CH:39][CH:38]1[CH:32]2[CH2:33][CH2:34][CH:35]1[CH2:36][CH2:37]2)=[O:20]. The reactants are COc1cc2c(cc1OCc1ccccc1)c(C(=O)C1C(C)(C)C1(C)C)cn2CC1CCOCC1, CCO, CCOC(C)=O. Yields the product COc1cc2c(cc1O)c(C(=O)C1C(C)(C)C1(C)C)cn2CC1CCOCC1. Reaction SMILES: [CH2:1]([c:2]1[cH:3][cH:4][cH:5][cH:6][cH:7]1)[O:8][c:9]1[cH:10][c:11]2[c:12]([C:27](=[O:28])[CH:29]3[C:30]([CH3:34])([CH3:35])[C:31]3([CH3:32])[CH3:33])[cH:13][n:14]([CH2:20][CH:21]3[CH2:22][CH2:23][O:24][CH2:25][CH2:26]3)[c:15]2[cH:16][c:17]1[O:18][CH3:19].[CH3:36][CH2:37][OH:38].[CH3:39][CH2:40][O:41][C:42]([CH3:43])=[O:44]>>[OH:8][c:9]1[cH:10][c:11]2[c:12]([C:27](=[O:28])[CH:29]3[C:30]([CH3:34])([CH3:35])[C:31]3([CH3:32])[CH3:33])[cH:13][n:14]([CH2:20][CH:21]3[CH2:22][CH2:23][O:24][CH2:25][CH2:26]3)[c:15]2[cH:16][c:17]1[O:18][CH3:19]. The reactants are Cl (hydrochloric acid), C(C1=CC=CC=C1)=O (benzaldehyde), BrC(C(=O)OCC)(F)F (ethyl 2-bromo-2,2-difluoroacetate). The reagents and catalysts are [Zn] (zinc), [Zn] (zinc). Solvent: O1CCCC1 (tetrahydrofuran), C(C)OCC (ethyl ether). Product: FC(C(=O)OCC)(C(C1=CC=CC=C1)O)F (Ethyl 2,2-difluoro-3-hydroxy-3-phenylpropanoate). Reaction SMILES: [CH:1](=[O:8])[C:2]1[CH:7]=[CH:6][CH:5]=[CH:4][CH:3]=1.Br[C:10]([F:17])([F:16])[C:11]([O:13][CH2:14][CH3:15])=[O:12].Cl>O1CCCC1.C(OCC)C.[Zn]>[F:16][C:10]([F:17])([CH:1]([OH:8])[C:2]1[CH:7]=[CH:6][CH:5]=[CH:4][CH:3]=1)[C:11]([O:13][CH2:14][CH3:15])=[O:12]. Reported procedure: To a solution of benzaldehyde (3.0 g, 28 mmol) in anhydrous tetrahydrofuran (80 mL) was added zinc (2.4 g, 36 mmol). The mixture was heated at 75° C. under inert atmosphere and ethyl 2-bromo-2,2-difluoroacetate (4.4 mL, 34 mmol) was slowly added. The mixture was heated under the same conditions for 2 hours. After cooling, 2N hydrochloric acid (25 mL) was added until the complete consumption of unreacted zinc. The solvent was removed under reduced pressure. The crude reaction was dissolved in eth...